From a dataset of the Open Reaction Database (ORD), a public repository of structured organic reaction records. describe an organic reaction: reactants, conditions, products, and yield The reactants are CC(C)n1cc(C(=O)C(F)(F)F)c2ccc(F)cc21, [Na+], [OH-]. Yields the product CC(C)n1cc(C(=O)O)c2ccc(F)cc21. Reaction SMILES: [F:1][C:2]([C:3](=[O:4])[c:5]1[cH:6][n:7]([CH:15]([CH3:16])[CH3:17])[c:8]2[cH:9][c:10]([F:14])[cH:11][cH:12][c:13]12)([F:18])[F:19].[Na+:21].[OH-:20]>>[C:3]([OH:4])([c:5]1[cH:6][n:7]([CH:15]([CH3:16])[CH3:17])[c:8]2[cH:9][c:10]([F:14])[cH:11][cH:12][c:13]12)=[O:20].